From a dataset of the Open Reaction Database (ORD), a public repository of structured organic reaction records. describe an organic reaction: reactants, conditions, products, and yield Reactants: C1CCOC1, CC(=O)OC(C)=O, O=CO, O=S(=O)(CC(NO)c1ccccc1)N1CCN(c2ccc(F)cc2)CC1. The product is O=CN(O)C(CS(=O)(=O)N1CCN(c2ccc(F)cc2)CC1)c1ccccc1. As a reaction SMILES: [CH2:34]1[O:35][CH2:36][CH2:37][CH2:38]1.[CH3:27][C:28](=[O:29])[O:30][C:31](=[O:32])[CH3:33].[CH:39]([OH:40])=[O:41].[OH:1][NH:2][CH:3]([CH2:4][S:5](=[O:6])(=[O:7])[N:8]1[CH2:9][CH2:10][N:11]([c:14]2[cH:15][cH:16][c:17]([F:20])[cH:18][cH:19]2)[CH2:12][CH2:13]1)[c:21]1[cH:22][cH:23][cH:24][cH:25][cH:26]1>>[OH:1][N:2]([CH:3]([CH2:4][S:5](=[O:6])(=[O:7])[N:8]1[CH2:9][CH2:10][N:11]([c:14]2[cH:15][cH:16][c:17]([F:20])[cH:18][cH:19]2)[CH2:12][CH2:13]1)[c:21]1[cH:22][cH:23][cH:24][cH:25][cH:26]1)[CH:28]=[O:29]. Reactants: compound 43, C(C)C(C(=O)O)CCOC1=C(C=CC=C1)N (ethyl 4-(2-aminophenoxy)butyric acid), C(CCCC)C(C1=CC=CC=C1)N1C=CC2=CC(=CC=C12)/C(=C/C(=O)O)/C (3-[1-(α-pentylbenzyl)indol-5-yl]isocrotonic acid). Product: C(CCCC)C(C1=CC=CC=C1)N1C=CC2=CC(=CC=C12)/C(=C/C(=O)NC1=C(OCCCC(=O)O)C=CC=C1)/C (4-{2-[3-[1-(α-pentylbenzyl)indol-5-yl]isocrotonoylamino]phenoxy}butyric acid). As a reaction SMILES: C([CH:3]([CH2:7][CH2:8][O:9][C:10]1[CH:15]=[CH:14][CH:13]=[CH:12][C:11]=1[NH2:16])[C:4]([OH:6])=[O:5])C.[CH2:17]([CH:22]([N:29]1[C:37]2[C:32](=[CH:33][C:34](/[C:38](/[CH3:43])=[CH:39]/[C:40](O)=[O:41])=[CH:35][CH:36]=2)[CH:31]=[CH:30]1)[C:23]1[CH:28]=[CH:27][CH:26]=[CH:25][CH:24]=1)[CH2:18][CH2:19][CH2:20][CH3:21]>>[CH2:17]([CH:22]([N:29]1[C:37]2[C:32](=[CH:33][C:34](/[C:38](/[CH3:43])=[CH:39]/[C:40]([NH:16][C:11]3[CH:12]=[CH:13][CH:14]=[CH:15][C:10]=3[O:9][CH2:8][CH2:7][CH2:3][C:4]([OH:6])=[O:5])=[O:41])=[CH:35][CH:36]=2)[CH:31]=[CH:30]1)[C:23]1[CH:24]=[CH:25][CH:26]=[CH:27][CH:28]=1)[CH2:18][CH2:19][CH2:20][CH3:21]. Reported procedure: 1.01 g of compound 43 was obtained in a similar manner to those described in the Examples 1 and 2 using 1.54 g of ethyl 4-(2-aminophenoxy)butyric acid and 1.30 g of 3-[1-(α-pentylbenzyl)indol-5-yl]isocrotonic acid obtained according to the procedures described in the Reference Examples 1-4. The reactants are IC1=NN(C2=CC(=CC=C12)C=O)COCC[Si](C)(C)C (3-iodo-1-((2-(trimethylsilyl)ethoxy)methyl)-1H-indazole-6-carbaldehyde), C(=C)C1=NC=CN=C1 (2-vinylpyrazine), C(C)N(C(C)C)C(C)C (N-ethyl-N-isopropylpropan-2-amine), P(o-MeC6H4)3. The reagents and catalysts are CC(=O)[O-].CC(=O)[O-].[Pd+2] (Pd(OAc)2). The solvent is CC#N (MeCN). Run at temperature 120 celsius, time 40 minute. The product is N1=C(C=NC=C1)/C=C/C1=NN(C2=CC(=CC=C12)C=O)COCC[Si](C)(C)C ((E)-3-(2-(pyrazin-2-yl)vinyl)-1-((2-(trimethylsilyl)ethoxy)methyl)-1H-indazole-6-carbaldehyde). The yield is 43.3%. Reaction SMILES: I[C:2]1[C:10]2[C:5](=[CH:6][C:7]([CH:11]=[O:12])=[CH:8][CH:9]=2)[N:4]([CH2:13][O:14][CH2:15][CH2:16][Si:17]([CH3:20])([CH3:19])[CH3:18])[N:3]=1.[CH:21]([C:23]1[CH:28]=[N:27][CH:26]=[CH:25][N:24]=1)=[CH2:22].C(N(C(C)C)C(C)C)C>CC#N.CC([O-])=O.CC([O-])=O.[Pd+2]>[N:24]1[CH:25]=[CH:26][N:27]=[CH:28][C:23]=1/[CH:21]=[CH:22]/[C:2]1[C:10]2[C:5](=[CH:6][C:7]([CH:11]=[O:12])=[CH:8][CH:9]=2)[N:4]([CH2:13][O:14][CH2:15][CH2:16][Si:17]([CH3:20])([CH3:19])[CH3:18])[N:3]=1 |f:4.5.6|. Procedure details: A degassed mixture of 3-iodo-1-((2-(trimethylsilyl)ethoxy)methyl)-1H-indazole-6-carbaldehyde (70 mg, 0.17 mmol), 2-vinylpyrazine (27 mg, 0.25 mmol), N-ethyl-N-isopropylpropan-2-amine (DIPEA, 45 mg, 0.35 mmol), Pd(OAc)2 (3.9 mg, 0.017 mmol) and P(o-MeC6H4)3 (16 mg, 0.052 mmol) in anh MeCN (2.5 mL) was heated with stirring in a sealed tube under microwave irradiation at 120° C. for 40 min. The crude mixture was later concentrated under reduced pressure and purified by prepTLC (SiO2 2:1 hexanes/EtO... The reactants are CN1CCNCC1, CSC1=Nc2cc(C)ccc2Nc2cscc21, CC(=O)O, O. Product: Cc1ccc2c(c1)N=C(N1CCN(C)CC1)c1cscc1N2. As a reaction SMILES: [CH3:19][N:20]1[CH2:21][CH2:22][NH:23][CH2:24][CH2:25]1.[CH3:1][c:2]1[cH:3][cH:4][c:5]2[c:6]([cH:17]1)[N:7]=[C:8]([S:15][CH3:16])[c:9]1[c:10]([cH:12][s:13][cH:14]1)[NH:11]2.[CH3:26][C:27](=[O:28])[OH:29].[OH2:18]>>[CH3:1][c:2]1[cH:3][cH:4][c:5]2[c:6]([cH:17]1)[N:7]=[C:8]([N:23]1[CH2:22][CH2:21][N:20]([CH3:19])[CH2:25][CH2:24]1)[c:9]1[c:10]([cH:12][s:13][cH:14]1)[NH:11]2. Reactants: OB(O)O, CCO, CCC(C)Cc1ccc(O)cc1, Cc1ccccc1, O=C(O)c1ccc(O)cc1Cl, O, O=S(=O)(O)O. The product is CCC(C)Cc1ccc(OC(=O)c2ccc(O)cc2Cl)cc1. As a reaction SMILES: [B:29]([OH:30])([OH:31])[OH:32].[CH2:41]([OH:42])[CH3:43].[CH3:12][CH:13]([CH2:14][c:15]1[cH:16][cH:17][c:18]([OH:21])[cH:19][cH:20]1)[CH2:22][CH3:23].[CH3:33][c:34]1[cH:35][cH:36][cH:37][cH:38][cH:39]1.[Cl:1][c:2]1[c:3]([C:4](=[O:5])[OH:6])[cH:7][cH:8][c:9]([OH:11])[cH:10]1.[OH2:40].[S:24](=[O:25])(=[O:26])([OH:27])[OH:28]>>[Cl:1][c:2]1[c:3]([C:4](=[O:5])[O:6][c:18]2[cH:17][cH:16][c:15]([CH2:14][CH:13]([CH3:12])[CH2:22][CH3:23])[cH:20][cH:19]2)[cH:7][cH:8][c:9]([OH:11])[cH:10]1.